From a dataset of the Open Reaction Database (ORD), a public repository of structured organic reaction records. describe an organic reaction: reactants, conditions, products, and yield The reactants are C(C)OC(C1=CC=CC=C1)=C1C(NC2=CC=C(C=C12)[N+](=O)[O-])=O (3-(1-ethoxy-1-phenyl-methylidene)-5-nitro-2-indolinone), C1(=CC=CC=C1)CC1CCN(CC1)CC1=CC=C(N)C=C1 (4-(4-phenylmethyl-piperidino)methyl-aniline). The solvent is CN(C)C=O (DMF). The product is C1(=CC=CC=C1)CC1CCN(CC1)CC1=CC=C(C=C1)N\C(\C1=CC=CC=C1)=C\1/C(NC2=CC=C(C=C12)[N+](=O)[O-])=O ((Z)-3-{1-[4-(4-phenylmethyl-piperidinomethyl)-phenylamino]-1-phenyl-methylidene}-5-nitro-2-indolinone). RXN SMILES: C(O[C:4](=[C:11]1[C:19]2[C:14](=[CH:15][CH:16]=[C:17]([N+:20]([O-:22])=[O:21])[CH:18]=2)[NH:13][C:12]1=[O:23])[C:5]1[CH:10]=[CH:9][CH:8]=[CH:7][CH:6]=1)C.[C:24]1([CH2:30][CH:31]2[CH2:36][CH2:35][N:34]([CH2:37][C:38]3[CH:44]=[CH:43][C:41]([NH2:42])=[CH:40][CH:39]=3)[CH2:33][CH2:32]2)[CH:29]=[CH:28][CH:27]=[CH:26][CH:25]=1>CN(C=O)C>[C:24]1([CH2:30][CH:31]2[CH2:32][CH2:33][N:34]([CH2:37][C:38]3[CH:39]=[CH:40][C:41]([NH:42]/[C:4](=[C:11]4\[C:12](=[O:23])[NH:13][C:14]5[C:19]\4=[CH:18][C:17]([N+:20]([O-:22])=[O:21])=[CH:16][CH:15]=5)/[C:5]4[CH:6]=[CH:7][CH:8]=[CH:9][CH:10]=4)=[CH:43][CH:44]=3)[CH2:35][CH2:36]2)[CH:25]=[CH:26][CH:27]=[CH:28][CH:29]=1. Procedure: Prepared analogously to Example 89 from 3-(1-ethoxy-1-phenyl-methylidene)-5-nitro-2-indolinone and 4-(4-phenylmethyl-piperidino)methyl-aniline in DMF. Product: NS(=O)(=O)c1ccc(Nc2ncc3cc(C(F)(F)F)cc(-c4ccc(F)nc4)c3n2)cc1. Reaction SMILES: [Br:1][c:2]1[cH:3][c:4]([C:23]([F:24])([F:25])[F:26])[cH:5][c:6]2[cH:7][n:8][c:9]([NH:12][c:13]3[cH:14][cH:15][c:16]([S:19](=[O:20])(=[O:21])[NH2:22])[cH:17][cH:18]3)[n:10][c:11]12.[C:37](=[O:38])([O-:39])[O-:40].[CH3:43][O:44][CH2:45][CH2:46][O:47][CH3:48].[CH3:49][CH2:50][O:51][C:52](=[O:53])[CH3:54].[F:27][c:28]1[n:29][cH:30][c:31]([B:34]([OH:35])[OH:36])[cH:32][cH:33]1.[K+:41].[K+:42]>>[c:2]1(-[c:31]2[cH:30][n:29][c:28]([F:27])[cH:33][cH:32]2)[cH:3][c:4]([C:23]([F:24])([F:25])[F:26])[cH:5][c:6]2[cH:7][n:8][c:9]([NH:12][c:13]3[cH:14][cH:15][c:16]([S:19](=[O:20])(=[O:21])[NH2:22])[cH:17][cH:18]3)[n:10][c:11]12. Reactants: NS(=O)(=O)c1ccc(Nc2ncc3cc(C(F)(F)F)cc(Br)c3n2)cc1, O=C([O-])[O-], COCCOC, CCOC(C)=O, OB(O)c1ccc(F)nc1, [K+], [K+]. Starting materials: ClC=1C=C2C=3C=CN=CC3NC2=C(C1N1CCN(CC1)C)N (6-chloro-7-(4-methyl-piperazin-1-yl)-8-amino-9H-β-carboline), ClC1=C(C(=O)O)C=CC=N1 (2-chloro-nicotinic acid), C(C)(=O)[O-].[NH4+] (ammonium acetate). The product is ClC1=C(C(=O)NC=2C(=C(C=C3C=4C=CN=CC4NC23)Cl)N2CCN(CC2)C)C=CC=N1 (2-chloro-N-[6-chloro-7-(4-methyl-piperazin-1-yl)-9H-β-carbolin-8-yl]-nicotinamide). Isolated yield 25.0%. Reaction SMILES: [Cl:1][C:2]1[CH:3]=[C:4]2[C:12](=[C:13]([NH2:22])[C:14]=1[N:15]1[CH2:20][CH2:19][N:18]([CH3:21])[CH2:17][CH2:16]1)[NH:11][C:10]1[CH:9]=[N:8][CH:7]=[CH:6][C:5]2=1.[Cl:23][C:24]1[N:32]=[CH:31][CH:30]=[CH:29][C:25]=1[C:26](O)=[O:27].C([O-])(=O)C.[NH4+]>>[Cl:23][C:24]1[N:32]=[CH:31][CH:30]=[CH:29][C:25]=1[C:26]([NH:22][C:13]1[C:14]([N:15]2[CH2:20][CH2:19][N:18]([CH3:21])[CH2:17][CH2:16]2)=[C:2]([Cl:1])[CH:3]=[C:4]2[C:12]=1[NH:11][C:10]1[CH:9]=[N:8][CH:7]=[CH:6][C:5]2=1)=[O:27] |f:2.3|. Procedure details: The desired compound was prepared according to Method A from 6-chloro-7-(4-methyl-piperazin-1-yl)-8-amino-9H-β-carboline and 2-chloro-nicotinic acid in 25% yield. 1H-NMR (300 MHz, DMSO-d6): δ 2.21 (s, 3H), 2.33 (m, 2H), 2.54(m, 2H), 3.24 (m, 4H), 7.73 (dd, 1H), 8.12 (d, 1H), 8.35 (d, 1H), 8.37 (s, 1H), 8.48 (dd, 1H), 8.61 (dd, 1H), 8.91 (s, 1H), 10.40 (s, 1H), 11.33 (s, 1H). Retention Time (LC, method: ammonium acetate standard): 1.46 min. MS (M+H+): 455. The reactants are CC1=CC=C(N)C=C1 (4-methylaniline), [N+](=O)([O-])C1=C(C(=O)Cl)C=CC=C1 (2-nitrobenzoyl chloride). Yields the product [N+](=O)([O-])C1=C(C(=O)NC2=CC=C(C=C2)C)C=CC=C1 (2-Nitro-N-(4-methylphenyl)benzamide). Yield: 65.0%. As a reaction SMILES: [CH3:1][C:2]1[CH:8]=[CH:7][C:5]([NH2:6])=[CH:4][CH:3]=1.[N+:9]([C:12]1[CH:20]=[CH:19][CH:18]=[CH:17][C:13]=1[C:14](Cl)=[O:15])([O-:11])=[O:10]>>[N+:9]([C:12]1[CH:20]=[CH:19][CH:18]=[CH:17][C:13]=1[C:14]([NH:6][C:5]1[CH:7]=[CH:8][C:2]([CH3:1])=[CH:3][CH:4]=1)=[O:15])([O-:11])=[O:10]. Reported procedure: Using the procedure described in Example 93, Part A, 4-methylaniline (9.3 mmol) and 2-nitrobenzoyl chloride (10.3 mmol) yielded 1.55 g (65%) of the title compound. Starting materials: CCOCCCOc1ccc(-c2ccc3c(c2)C=C(C(=O)OC)CCN3S(C)(=O)=O)cc1, C1CCOC1, CO, [Na+], [OH-]. Yields the product CCOCCCOc1ccc(-c2ccc3c(c2)C=C(C(=O)O)CCN3S(C)(=O)=O)cc1. RXN SMILES: [CH2:1]([CH3:2])[O:3][CH2:4][CH2:5][CH2:6][O:7][c:8]1[cH:9][cH:10][c:11](-[c:14]2[cH:15][cH:16][c:17]3[c:18]([cH:32]2)[CH:19]=[C:20]([C:28](=[O:29])[O:30][CH3:31])[CH2:21][CH2:22][N:23]3[S:24](=[O:25])(=[O:26])[CH3:27])[cH:12][cH:13]1.[CH2:37]1[O:38][CH2:39][CH2:40][CH2:41]1.[CH3:35][OH:36].[Na+:34].[OH-:33]>>[CH2:1]([CH3:2])[O:3][CH2:4][CH2:5][CH2:6][O:7][c:8]1[cH:9][cH:10][c:11](-[c:14]2[cH:15][cH:16][c:17]3[c:18]([cH:32]2)[CH:19]=[C:20]([C:28](=[O:29])[OH:30])[CH2:21][CH2:22][N:23]3[S:24](=[O:25])(=[O:26])[CH3:27])[cH:12][cH:13]1. Starting materials: C(C1=CC=CC=C1)OC(=O)N1C(CCC1)CC1=CNC2=CC=CC=C12 (3-(N-benzyloxycarbonylpyrrolidin-2-ylmethyl)-1H-indole). Reagents/catalysts: [Pd] (palladium on carbon). Solvent: C(C)O (ethanol). Run at time 14 hour. The product is [OH-].[NH4+] (ammonium hydroxide), N1C(CCC1)CC1=CNC2=CC=CC=C12 (3-(pyrrolidin-2-ylmethyl)-1H-indole). As a reaction SMILES: C([O:8]C([N:11]1[CH2:15][CH2:14][CH2:13][CH:12]1[CH2:16][C:17]1[C:25]2[C:20](=[CH:21][CH:22]=[CH:23][CH:24]=2)[NH:19][CH:18]=1)=O)C1C=CC=CC=1>[Pd].C(O)C>[OH-:8].[NH4+:11].[NH:11]1[CH2:15][CH2:14][CH2:13][CH:12]1[CH2:16][C:17]1[C:25]2[C:20](=[CH:21][CH:22]=[CH:23][CH:24]=2)[NH:19][CH:18]=1 |f:3.4|. Reported procedure: A mixture of the 3-(N-benzyloxycarbonylpyrrolidin-2-ylmethyl)-1H-indole (2.00 mmol) and 10% palladium on carbon (0.20 g) in absolute ethanol (15 mL) was shaken under a hydrogen atmosphere (3 atm) for 4-24 hours, depending on substrate. The resulting reaction mixture was filtered through diatomaceous earth, and the filtrate was evaporated under reduced pressure. The residue was column chromatographed using silica gel (approximately 10 g) and elution with a solution of methylene chloride: methanol... Starting materials: O=C([O-])[O-], C[Si](C)(C)C#Cc1c[nH]c2ncncc12, CO, CCOC(C)=O, [K+], [K+]. The product is C#Cc1c[nH]c2ncncc12. RXN SMILES: [C:16](=[O:17])([O-:18])[O-:19].[CH3:1][Si:2]([CH3:3])([CH3:4])[C:5]#[C:6][c:7]1[cH:8][nH:9][c:10]2[n:11][cH:12][n:13][cH:14][c:15]12.[CH3:22][OH:23].[CH3:24][CH2:25][O:26][C:27]([CH3:28])=[O:29].[K+:20].[K+:21]>>[CH:5]#[C:6][c:7]1[cH:8][nH:9][c:10]2[n:11][cH:12][n:13][cH:14][c:15]12.